This data is from the Open Reaction Database (ORD), a public repository of structured organic reaction records. The task is: describe an organic reaction: reactants, conditions, products, and yield Reactants: C(C(=O)Cl)(=O)Cl (oxalyl chloride), CNC([C@@H](N)CC1=CC=C(C=C1)OC)=O (O-methyl-L-tyrosine N-methylamide), C(C)OC(=O)CC(C(=O)O)CC(C)C (3-(ethoxycarbonyl)-2-(2-methylpropyl)propanoic acid), CN1CCOCC1 (N-methylmorpholine). Solvent: ClCCl (dichloromethane), ClCCl (dichloromethane), CN(C=O)C (dimethylformamide), ClCCl (dichloromethane). Run at temperature 0 celsius, time 2.5 day. The product is CNC([C@@H](NC(C(CC(=O)OCC)CC(C)C)=O)CC1=CC=C(C=C1)OC)=O (N-[3-(ethoxycarbonyl)-2-(2-methylpropyl)propanoyl]-O-methyl-L-tyrosine N-methylamide). RXN SMILES: [CH2:1]([O:3][C:4]([CH2:6][CH:7]([CH2:11][CH:12]([CH3:14])[CH3:13])[C:8]([OH:10])=O)=[O:5])[CH3:2].CN1CCOCC1.C(Cl)(=O)C(Cl)=O.[CH3:28][NH:29][C:30](=[O:42])[C@H:31]([CH2:33][C:34]1[CH:39]=[CH:38][C:37]([O:40][CH3:41])=[CH:36][CH:35]=1)[NH2:32]>ClCCl.CN(C)C=O>[CH3:28][NH:29][C:30](=[O:42])[C@H:31]([CH2:33][C:34]1[CH:35]=[CH:36][C:37]([O:40][CH3:41])=[CH:38][CH:39]=1)[NH:32][C:8](=[O:10])[CH:7]([CH2:11][CH:12]([CH3:14])[CH3:13])[CH2:6][C:4]([O:3][CH2:1][CH3:2])=[O:5]. Procedure details: A mixture of 3-(ethoxycarbonyl)-2-(2-methylpropyl)propanoic acid (17.4 g., 0.087 mol.), N-methylmorpholine (28.7 mls., 0.26 mol.) and dimethylformamide (0.25 ml.) was dissolved in dry dichloromethane (200 mls.) and the resulting mixture was cooled to 0° C. To the reaction mixture was added a solution of oxalyl chloride (7.6 mls., 0.087 mol.) in dry dichloromethane (50 mls.). The mixture was heated under reflux for 10 minutes and then cooled to -70° C. To the reaction mixture was added O-methyl-L... Reactants: CC(=O)[O-], Cc1noc(=O)c2ccc(NCC(=O)CC3(c4ccccc4C(F)(F)F)CCC3)cc12, CCO, Cl, NO, [Na+], O. The product is Cc1noc(=O)c2ccc(NCC(CC3(c4ccccc4C(F)(F)F)CCC3)=NO)cc12. As a reaction SMILES: [C:39]([O-:40])(=[O:41])[CH3:42].[CH3:1][c:2]1[n:3][o:4][c:5](=[O:31])[c:6]2[c:7]1[cH:8][c:9]([NH:12][CH2:13][C:14]([CH2:15][C:16]1([c:20]3[c:21]([C:26]([F:27])([F:28])[F:29])[cH:22][cH:23][cH:24][cH:25]3)[CH2:17][CH2:18][CH2:19]1)=[O:30])[cH:10][cH:11]2.[CH3:35][CH2:36][OH:37].[ClH:34].[NH2:32][OH:33].[Na+:43].[OH2:38]>>[CH3:1][c:2]1[n:3][o:4][c:5](=[O:31])[c:6]2[c:7]1[cH:8][c:9]([NH:12][CH2:13][C:14]([CH2:15][C:16]1([c:20]3[c:21]([C:26]([F:27])([F:28])[F:29])[cH:22][cH:23][cH:24][cH:25]3)[CH2:17][CH2:18][CH2:19]1)=[N:32][OH:33])[cH:10][cH:11]2. The reactants are CC=1C=C(C=CC1)N1CCN(CC1)C=1N=NC(=CC1)OCC1=CC=CC=C1 (3-[4-(3-methylphenyl)-1-piperazinyl]-6-(phenylmethoxy)pyridazine), Cl (hydrochloric acid), [OH-].[NH4+] (ammonium hydroxide). Conditions: time 8 hour. Product: CC=1C=C(C=CC1)N1CCN(CC1)C=1C=CC(NN1)=O (6-[4-(3-methylphenyl)-1-piperazinyl]-3(2H)-pyridazinone). The yield is 98.0%. Reaction SMILES: [CH3:1][C:2]1[CH:3]=[C:4]([N:8]2[CH2:13][CH2:12][N:11]([C:14]3[N:15]=[N:16][C:17]([O:20]CC4C=CC=CC=4)=[CH:18][CH:19]=3)[CH2:10][CH2:9]2)[CH:5]=[CH:6][CH:7]=1.Cl.[OH-].[NH4+]>>[CH3:1][C:2]1[CH:3]=[C:4]([N:8]2[CH2:13][CH2:12][N:11]([C:14]3[CH:19]=[CH:18][C:17](=[O:20])[NH:16][N:15]=3)[CH2:10][CH2:9]2)[CH:5]=[CH:6][CH:7]=1 |f:2.3|. Procedure details: A mixture of 6 parts of 3-[4-(3-methylphenyl)-1-piperazinyl]-6-(phenylmethoxy)pyridazine and 60 parts of concentrate hydrochloric acid was stirred and refluxed for 3 hours. The whole was allowed to stand overnight and treated with concentrate ammonium hydroxide. The product was filtered off, washed with water and dissolved in trichloromethane. The organic layer was dried, filtered and evaporated. The residue was crystallized from a mixture of 2-propanol and 2,2'-oxybispropane. The product was fi... Reactants: [Al+3], C1CCOC1, CC(C)(C(N)=O)C1(c2ccc3c(cnn3-c3ccc(F)cc3)c2)CCOCC1, [H-], [H-], [H-], [H-], [Li+]. Product: CC(C)(CN)C1(c2ccc3c(cnn3-c3ccc(F)cc3)c2)CCOCC1. Reaction SMILES: [Al+3:30].[CH2:35]1[O:36][CH2:37][CH2:38][CH2:39]1.[F:1][c:2]1[cH:3][cH:4][c:5](-[n:8]2[n:9][cH:10][c:11]3[cH:12][c:13]([C:17]4([C:23]([C:24](=[O:25])[NH2:26])([CH3:27])[CH3:28])[CH2:18][CH2:19][O:20][CH2:21][CH2:22]4)[cH:14][cH:15][c:16]23)[cH:6][cH:7]1.[H-:29].[H-:32].[H-:33].[H-:34].[Li+:31]>>[F:1][c:2]1[cH:3][cH:4][c:5](-[n:8]2[n:9][cH:10][c:11]3[cH:12][c:13]([C:17]4([C:23]([CH2:24][NH2:26])([CH3:27])[CH3:28])[CH2:18][CH2:19][O:20][CH2:21][CH2:22]4)[cH:14][cH:15][c:16]23)[cH:6][cH:7]1. Starting materials: O=C1CCC(=O)N1Br, ClCCl, OCCCc1ccc(Cl)c(Cl)c1, c1ccc(P(c2ccccc2)c2ccccc2)cc1. Product: Clc1ccc(CCCBr)cc1Cl. As a reaction SMILES: [Br:32][N:33]1[C:34](=[O:35])[CH2:36][CH2:37][C:38]1=[O:39].[CH2:40]([Cl:41])[Cl:42].[Cl:1][c:2]1[cH:3][c:4]([CH2:9][CH2:10][CH2:11][OH:12])[cH:5][cH:6][c:7]1[Cl:8].[c:13]1([P:14]([c:15]2[cH:16][cH:17][cH:18][cH:19][cH:20]2)[c:21]2[cH:22][cH:23][cH:24][cH:25][cH:26]2)[cH:27][cH:28][cH:29][cH:30][cH:31]1>>[Cl:1][c:2]1[cH:3][c:4]([CH2:9][CH2:10][CH2:11][Br:32])[cH:5][cH:6][c:7]1[Cl:8].